describe an organic reaction: reactants, conditions, products, and yield From a dataset of the Open Reaction Database (ORD), a public repository of structured organic reaction records. Reactants: solution, Br (hydrogen bromide), C(C)(=O)O (acetic acid), C(C1=CC=CC=C1)OC1=C(C=C(C=C1)C1=CC(=CC=C1)C1=NC(=CC=C1)C(F)(F)F)OC (2-(4′-(benzyloxy)-3′-methoxybiphenyl-3-yl)-6-(trifluoromethyl)pyridine). The solvent is ClCCl (dichloromethane). Conditions: time 6 hour. Product: COC=1C=C(C=CC1O)C1=CC(=CC=C1)C1=NC(=CC=C1)C(F)(F)F (3-methoxy-3′-(6-(trifluoromethyl)pyridin-2-yl)biphenyl-4-ol). As a reaction SMILES: C([O:8][C:9]1[CH:14]=[CH:13][C:12]([C:15]2[CH:20]=[CH:19][CH:18]=[C:17]([C:21]3[CH:26]=[CH:25][CH:24]=[C:23]([C:27]([F:30])([F:29])[F:28])[N:22]=3)[CH:16]=2)=[CH:11][C:10]=1[O:31][CH3:32])C1C=CC=CC=1.Br.C(O)(=O)C>ClCCl>[CH3:32][O:31][C:10]1[CH:11]=[C:12]([C:15]2[CH:20]=[CH:19][CH:18]=[C:17]([C:21]3[CH:26]=[CH:25][CH:24]=[C:23]([C:27]([F:30])([F:28])[F:29])[N:22]=3)[CH:16]=2)[CH:13]=[CH:14][C:9]=1[OH:8]. Reported procedure: To a solution of 2-(4′-(benzyloxy)-3′-methoxybiphenyl-3-yl)-6-(trifluoromethyl)pyridine (1.061 g, 2.44 mmol) in dichloromethane (20 mL) cooled in an ice-water bath was added a 30% solution of hydrogen bromide in acetic acid (4 mL, 20 mmol) dropwise. The resulting solution was allowed to stir at room temperature for six hours then poured onto ice-water (100 mL). The phases were separated and the aqueous phase was extracted with dichloromethane (10 mL). The combined organic layers were washed with... The solvent is C(C)(=O)O (acetic acid). Run at time 3 hour. As a reaction SMILES: [N+:1]([O-:4])(O)=[O:2].[O:5]=[C:6]1[NH:12][C:11]2[CH:13]=[CH:14][CH:15]=[CH:16][C:10]=2[N:9]2[CH2:17][CH2:18][N:19]([C:21]([O:23][C:24]([CH3:27])([CH3:26])[CH3:25])=[O:22])[CH2:20][CH:8]2[CH2:7]1.O>C(O)(=O)C>[N+:1]([C:14]1[CH:15]=[CH:16][C:10]2[N:9]3[CH2:17][CH2:18][N:19]([C:21]([O:23][C:24]([CH3:25])([CH3:26])[CH3:27])=[O:22])[CH2:20][CH:8]3[CH2:7][C:6](=[O:5])[NH:12][C:11]=2[CH:13]=1)([O-:4])=[O:2]. Reported procedure: Nitric acid (65% solution, 0.20 mL, 3.2 mmol) was added to a solution of Example 1C (1.0 g, 3.2 mmol) in acetic acid (5 mL) at room temperature. The solution was stirred for 3 hours, and then the reaction mixture was poured into water (200 mL). The precipitate was collected by filtration from the aqueous solution to afford the title compound. 1H NMR (300 MHz, DMSO-d6) d ppm 8.00 (dd, J=8.92, 2.58 Hz, 1H), 7.79 (d, J=2.78 Hz, 1H), 7.24 (d, J=9.12 Hz, 1H), 3.86-4.10 (m, 2H), 3.36-3.50 (m, 1H), 3.2... Product: [N+](=O)([O-])C=1C=CC2=C(NC(CC3N2CCN(C3)C(=O)OC(C)(C)C)=O)C1 (tert-butyl 9-nitro-6-oxo-1,2,4a,5,6,7-hexahydropyrazino[1,2-a][1,5]benzodiazepine-3(4H)-carboxylate). Starting materials: [N+](=O)(O)[O-] (Nitric acid), O=C1CC2N(C3=C(N1)C=CC=C3)CCN(C2)C(=O)OC(C)(C)C (tert-butyl 6-oxo-1,2,4a,5,6,7-hexahydrobenzo[b]pyrazino[1,2-d][1,4]diazepine-3(4H)-carboxylate), O (water). Reactants: FC1=CC=C(C=C1)N1C(=CC(=C1)C)C1=CC=C(C=C1)S(=O)(=O)C (1-(4-fluorophenyl)-4-methyl-2-(4-methylsulfonylphenyl)pyrrole), BrN1C(CCC1=O)=O (N-bromosuccinimide). The product is BrC1=C(C=C(N1C1=CC=C(C=C1)F)C1=CC=C(C=C1)S(=O)(=O)C)C (5-Bromo-1-(4-fluorophenyl)-4-methyl-2-(4-methylsulfonylphenyl)pyrrole), powder. The yield is 30.0%. Reaction SMILES: [F:1][C:2]1[CH:7]=[CH:6][C:5]([N:8]2[CH:12]=[C:11]([CH3:13])[CH:10]=[C:9]2[C:14]2[CH:19]=[CH:18][C:17]([S:20]([CH3:23])(=[O:22])=[O:21])=[CH:16][CH:15]=2)=[CH:4][CH:3]=1.[Br:24]N1C(=O)CCC1=O>>[Br:24][C:12]1[N:8]([C:5]2[CH:4]=[CH:3][C:2]([F:1])=[CH:7][CH:6]=2)[C:9]([C:14]2[CH:19]=[CH:18][C:17]([S:20]([CH3:23])(=[O:22])=[O:21])=[CH:16][CH:15]=2)=[CH:10][C:11]=1[CH3:13]. Reported procedure: Following a procedure similar to that described in Example 35, but using 1-(4-fluorophenyl)-4-methyl-2-(4-methylsulfonylphenyl)pyrrole (prepared as described in Example 34) and N-bromosuccinimide as starting materials, the title compound was obtained as a white powder (yield 30%), melting at 158-159° C.